Dataset: the Open Reaction Database (ORD), a public repository of structured organic reaction records. Task: describe an organic reaction: reactants, conditions, products, and yield Starting materials: CN(C)C=O (DMF), CC([C@@H](C(=O)O)NC(=O)C=1N=C(N2C1CN(CC2)C)C2=CC=CC=C2)(C)C ((S)-3,3-dimethyl-2-(7-methyl-3-phenyl-5,6,7,8-tetrahydroimidazo[1,5-a]pyrazine-1-carboxamido)butanoic acid), CC([C@@H](C(=O)O)NC(=O)C=1N=C(N2C1CN(CC2)C)C2=CC=CC=C2)(C)C ((S)-3,3-dimethyl-2-(7-methyl-3-phenyl-5,6,7,8-tetrahydroimidazo[1,5-a]pyrazine-1-carboxamido)butanoic acid), C(C(=O)Cl)(=O)Cl (oxalyl chloride). The solvent is C(Cl)Cl (DCM). Run at time 2 hour. The product is CC([C@@H](C(=O)Cl)NC(=O)C=1N=C(N2C1CN(CC2)C)C2=CC=CC=C2)(C)C ((S)-3,3-dimethyl-2-(7-methyl-3-phenyl-5,6,7,8-tetrahydroimidazo[1,5-a]pyrazine-1-carboxamido)butanoyl chloride). RXN SMILES: [CH3:1][C:2]([CH3:27])([CH3:26])[C@H:3]([NH:7][C:8]([C:10]1[N:11]=[C:12]([C:20]2[CH:25]=[CH:24][CH:23]=[CH:22][CH:21]=2)[N:13]2[CH2:18][CH2:17][N:16]([CH3:19])[CH2:15][C:14]=12)=[O:9])[C:4](O)=[O:5].C(Cl)(=O)C([Cl:31])=O.CN(C=O)C>C(Cl)Cl>[CH3:1][C:2]([CH3:27])([CH3:26])[C@H:3]([NH:7][C:8]([C:10]1[N:11]=[C:12]([C:20]2[CH:25]=[CH:24][CH:23]=[CH:22][CH:21]=2)[N:13]2[CH2:18][CH2:17][N:16]([CH3:19])[CH2:15][C:14]=12)=[O:9])[C:4]([Cl:31])=[O:5]. Procedure: To a solution (S)-3,3-dimethyl-2-(7-methyl-3-phenyl-5,6,7,8-tetrahydroimidazo[1,5-a]pyrazine-1-carboxamido)butanoic acid (Compound 281) (0.11 g, 0.30 mmol) in DCM was added oxalyl chloride (0.08 g, 0.60 mmol) followed by a catalytic amount of DMF. The resulting mixture was stirred for 2 h and the solvent was evaporated, toluene (2 mL) was added and the mixture was concentrated again. The resulting product (Intermediate 23A) was dried under vacuum and then used in the next step without further pu... Reactants: NCC(CNC(C1=CC(=C(C=C1)NC1=NC(=NC(=N1)NC1(CC1)C1=CC=C(C=C1)Cl)OCC(F)(F)F)F)=O)(C)C (N-(3-amino-2,2-dimethylpropyl)-4-(4-(1-(4-chlorophenyl)cyclopropylamino)-6-(2,2,2-trifluoroethoxy)-1,3,5-triazin-2-ylamino)-3-fluorobenzamide), CN(C(C(=O)O)=O)C (2-(dimethylamino)-2-oxoacetic acid), F[B-](F)(F)F.N1(N=NC2=C1C=CC=C2)OC(=[N+](C)C)N(C)C (benzotriazol-1-yl-N,N,N′,N′-tetramethyluronium tetrafluoroborate), CCN(C(C)C)C(C)C (iPr2NEt). Solvent: CN(C)C=O (DMF). Product: ClC1=CC=C(C=C1)C1(CC1)NC1=NC(=NC(=N1)OCC(F)(F)F)NC1=C(C=C(C(=O)NCC(CNC(C(=O)N(C)C)=O)(C)C)C=C1)F (N1-(3-(4-(4-(1-(4-chlorophenyl)cyclopropylamino)-6-(2,2,2-trifluoroethoxy)-1,3,5-triazin-2-ylamino)-3-fluorobenzamido)-2,2-dimethylpropyl)-N2,N2-dimethyloxalamide). Isolated yield 59.6%. RXN SMILES: [NH2:1][CH2:2][C:3]([CH3:40])([CH3:39])[CH2:4][NH:5][C:6](=[O:38])[C:7]1[CH:12]=[CH:11][C:10]([NH:13][C:14]2[N:19]=[C:18]([NH:20][C:21]3([C:24]4[CH:29]=[CH:28][C:27]([Cl:30])=[CH:26][CH:25]=4)[CH2:23][CH2:22]3)[N:17]=[C:16]([O:31][CH2:32][C:33]([F:36])([F:35])[F:34])[N:15]=2)=[C:9]([F:37])[CH:8]=1.[CH3:41][N:42]([CH3:48])[C:43](=[O:47])[C:44](O)=[O:45].F[B-](F)(F)F.N1(OC(N(C)C)=[N+](C)C)C2C=CC=CC=2N=N1.CCN(C(C)C)C(C)C>CN(C=O)C>[Cl:30][C:27]1[CH:28]=[CH:29][C:24]([C:21]2([NH:20][C:18]3[N:17]=[C:16]([O:31][CH2:32][C:33]([F:35])([F:36])[F:34])[N:15]=[C:14]([NH:13][C:10]4[CH:11]=[CH:12][C:7]([C:6]([NH:5][CH2:4][C:3]([CH3:40])([CH3:39])[CH2:2][NH:1][C:44](=[O:45])[C:43]([N:42]([CH3:48])[CH3:41])=[O:47])=[O:38])=[CH:8][C:9]=4[F:37])[N:19]=3)[CH2:23][CH2:22]2)=[CH:25][CH:26]=1 |f:2.3|. Procedure: To a solution of N-(3-amino-2,2-dimethylpropyl)-4-(4-(1-(4-chlorophenyl)cyclopropylamino)-6-(2,2,2-trifluoroethoxy)-1,3,5-triazin-2-ylamino)-3-fluorobenzamide (20 mg, 0.034 mmol) and 2-(dimethylamino)-2-oxoacetic acid (4.83 mg, 0.041 mmol) in DMF (1 mL) were added O-(benzotriazol-1-yl-N,N,N′,N′-tetramethyluronium tetrafluoroborate (16.5 mg, 0.052 mmol) and iPr2NEt (0.012 ml, 0.069 mmol). After stirring at rt for 16 hs, the mixture was purified by preparative HPLC to give N1-(3-(4-(4-(1-(4-chloro... The reactants are [OH-].[Na+] (NaOH), C(C)C1CC(CCC1)(O)S (3-ethyl mercapto cyclohexanol), C(=O)=O (Carbon dioxide), NC(=S)N (thiourea), Cl (hydrochloric acid). The solvent is O (water). The product is C(C)SC1C(CCCC1)S (2-ethylmercapto cyclohexane thiol). RXN SMILES: C([CH:3]1[CH2:8][CH2:7][CH2:6][C:5]([SH:10])(O)[CH2:4]1)C.N[C:12](N)=[S:13].Cl.[OH-].[Na+].[C:18](=O)=O>O>[CH2:12]([S:13][CH:4]1[CH2:3][CH2:8][CH2:7][CH2:6][CH:5]1[SH:10])[CH3:18] |f:3.4|. Procedure details: 154 g (0.96 mole) of 3-ethyl mercapto cyclohexanol, 76 g of thiourea (1 mole) and 150 ml of concentrated hydrochloric acid were kept under reflux for 3 hours. The isothiuronium salt solution was separated off from oily secondary products in a separation funnel and then heated with 70 g of NaOH (1.75 mole) in 100 ml of water for 1 hour in a steam bath. Carbon dioxide was added for neutralisation, the mercaptan phase was separated off in the separation funnel and fractionated in vacuo. Reactants: Fc1ccc(F)c2c(NCCc3ccc(Oc4cc(C(F)(F)F)ccn4)c(Br)c3)ncnc12, Cc1ccccc1, Cc1cc(C(C)(C)C)c(O)c(C(C)(C)C)c1, C=C[Sn](CCCC)(CCCC)CCCC, CC(=O)[O-], CC(=O)[O-], [Pd+2], c1ccc(P(CCCCP(c2ccccc2)c2ccccc2)c2ccccc2)cc1. Product: C=Cc1cc(CCNc2ncnc3c(F)ccc(F)c23)ccc1Oc1cc(C(F)(F)F)ccn1. Reaction SMILES: [Br:1][c:2]1[cH:3][c:4]([CH2:19][CH2:20][NH:21][c:22]2[n:23][cH:24][n:25][c:26]3[c:27]([F:33])[cH:28][cH:29][c:30]([F:32])[c:31]23)[cH:5][cH:6][c:7]1[O:8][c:9]1[n:10][cH:11][cH:12][c:13]([C:15]([F:16])([F:17])[F:18])[cH:14]1.[CH3:104][c:105]1[cH:106][cH:107][cH:108][cH:109][cH:110]1.[CH3:79][c:80]1[cH:81][c:82]([C:83]([CH3:84])([CH3:85])[CH3:86])[c:87]([OH:88])[c:89]([C:90]([CH3:91])([CH3:92])[CH3:93])[cH:94]1.[CH:34](=[CH2:35])[Sn:36]([CH2:37][CH2:38][CH2:39][CH3:40])([CH2:41][CH2:42][CH2:43][CH3:44])[CH2:45][CH2:46][CH2:47][CH3:48].[O-:100][C:101]([CH3:102])=[O:103].[O-:96][C:97]([CH3:98])=[O:99].[Pd+2:95].[c:49]1([P:50]([c:51]2[cH:52][cH:53][cH:54][cH:55][cH:56]2)[CH2:57][CH2:58][CH2:59][CH2:60][P:61]([c:62]2[cH:63][cH:64][cH:65][cH:66][cH:67]2)[c:68]2[cH:69][cH:70][cH:71][cH:72][cH:73]2)[cH:74][cH:75][cH:76][cH:77][cH:78]1>>[c:2]1([CH:34]=[CH2:35])[cH:3][c:4]([CH2:19][CH2:20][NH:21][c:22]2[n:23][cH:24][n:25][c:26]3[c:27]([F:33])[cH:28][cH:29][c:30]([F:32])[c:31]23)[cH:5][cH:6][c:7]1[O:8][c:9]1[n:10][cH:11][cH:12][c:13]([C:15]([F:16])([F:17])[F:18])[cH:14]1. Reactants: CC(C)(C)OC(=O)N1CCc2c(cccc2Oc2ccc(C(N)=O)cn2)C1, ClCCl, O=C(O)C(F)(F)F. Product: NC(=O)c1ccc(Oc2cccc3c2CCNC3)nc1. RXN SMILES: [C:8]([O:9][C:10](=[O:11])[N:15]1[CH2:16][c:17]2[cH:18][cH:19][cH:20][c:21]([O:25][c:26]3[n:27][cH:28][c:29]([C:32]([NH2:33])=[O:34])[cH:30][cH:31]3)[c:22]2[CH2:23][CH2:24]1)([CH3:12])([CH3:13])[CH3:14].[Cl:35][CH2:36][Cl:37].[OH:1][C:2]([C:3]([F:4])([F:5])[F:6])=[O:7]>>[NH:15]1[CH2:16][c:17]2[cH:18][cH:19][cH:20][c:21]([O:25][c:26]3[n:27][cH:28][c:29]([C:32]([NH2:33])=[O:34])[cH:30][cH:31]3)[c:22]2[CH2:23][CH2:24]1.